Dataset: the Open Reaction Database (ORD), a public repository of structured organic reaction records. Task: describe an organic reaction: reactants, conditions, products, and yield The reactants are ClC=1C=CC2=C(CC(CO2)C(=O)OC)C1 (methyl 6-chloro-3,4-dihydro-2H-1-benzopyran-3-carboxylate), C(C=C)N (2-propenamine). Solvent: C(C)O (ethanol), C(C)O (ethanol), C(Cl)Cl (methylene chloride). Yields the product ClC=1C=CC2=C(CC(CO2)C(=O)NCC=C)C1 (6-Chloro-3,4-dihydro-N-(2-propenyl)-2H-1-benzopyran-3-carboxamide). RXN SMILES: [Cl:1][C:2]1[CH:3]=[CH:4][C:5]2[O:10][CH2:9][CH:8]([C:11]([O:13]C)=O)[CH2:7][C:6]=2[CH:15]=1.[CH2:16]([NH2:19])[CH:17]=[CH2:18]>C(Cl)Cl.C(O)C>[Cl:1][C:2]1[CH:3]=[CH:4][C:5]2[O:10][CH2:9][CH:8]([C:11]([NH:19][CH2:16][CH:17]=[CH2:18])=[O:13])[CH2:7][C:6]=2[CH:15]=1. Reported procedure: A mixture of 500 mg of 6C, 5 ml of 2-propenamine and 25 ml of ethanol was refluxed for 18 hours. The sovlent was then stripped off and the residue was taken up in methylene chloride, triturated with hexane and cooled to give a solid. The solid was redissolved in ethanol, the solution was passed through a short silica gel column and the eluent was stripped of solvent. The residue was recrystallized from methylene chloride/hexane to give 6, as white needles, mp: 171°-171.5° C. Starting materials: ClCC(=O)C1=C(C=C(C=C1)NC(C1=C(C=CC=C1)C)=O)C (2-chloro-2′-methyl-4′-(2-methyl-benzoylamino)acetophenone), ClCC(=O)C1=C(C=C(C=C1)C)NC(C1=C(C=CC=C1)C)=O (2-chloro-4′-methyl-2′-(2-methylbenzoylamino)acetophenone), Cl (hydrochloric acid). Run in C1(=CC=CC=C1)C (toluene). The product is CC1=C(C(=O)O)C=CC(=C1)NC(C1=C(C=CC=C1)C)=O (2-methyl-4-(2-methylbenzoylamino)benzoic acid). The yield is 86.0%. As a reaction SMILES: ClC[C:3]([C:5]1[CH:10]=[CH:9][C:8]([NH:11][C:12](=[O:20])[C:13]2[CH:18]=[CH:17][CH:16]=[CH:15][C:14]=2[CH3:19])=[CH:7][C:6]=1[CH3:21])=[O:4].ClCC(C1C=CC(C)=CC=1NC(=O)C1C=CC=CC=1C)=[O:25].Cl>C1(C)C=CC=CC=1>[CH3:21][C:6]1[CH:7]=[C:8]([NH:11][C:12](=[O:20])[C:13]2[CH:18]=[CH:17][CH:16]=[CH:15][C:14]=2[CH3:19])[CH:9]=[CH:10][C:5]=1[C:3]([OH:4])=[O:25]. Procedure: A toluene solution of a mixture of 2-chloro-2′-methyl-4′-(2-methyl-benzoylamino)acetophenone and 2-chloro-4′-methyl-2′-(2-methylbenzoylamino)acetophenone obtained in the above Reference Example 5 is concentrated and to the residue is added isopropyl alcohol (twice volume). To the mixture is added dropwise an aqueous sodium hypochlorite solution (twice molar amount) at 10-20° C. After completion of the reaction (30 minutes to one hour), the reaction mixture is acidified with hydrochloric acid, an... Starting materials: C1(=CC=CC=C1)[C@H]1OC1 ((R)-2-phenyl-oxirane), C(C1=CC=CC=C1)NCCOC1=CC=C(C(C(=O)N)=C1)O (5-(2-benzylamino-ethoxy)-salicylamide). Run in C(C)(C)O (isopropanol). The product is C(C1=CC=CC=C1)N(CCOC1=CC(=C(C=C1)O)C(N)=O)C[C@@H](C1=CC=CC=C1)O ((R)-α-[N-benzyl-N-[2-(3-carbamoyl-4-hydroxy-phenoxy)-ethyl]-aminomethyl]-benzyl alcohol). Reaction SMILES: [C:1]1([C@@H:7]2[CH2:9][O:8]2)[CH:6]=[CH:5][CH:4]=[CH:3][CH:2]=1.[CH2:10]([NH:17][CH2:18][CH2:19][O:20][C:21]1[CH:29]=[C:25]([C:26]([NH2:28])=[O:27])[C:24]([OH:30])=[CH:23][CH:22]=1)[C:11]1[CH:16]=[CH:15][CH:14]=[CH:13][CH:12]=1>C(O)(C)C>[CH2:10]([N:17]([CH2:9][C@H:7]([OH:8])[C:1]1[CH:6]=[CH:5][CH:4]=[CH:3][CH:2]=1)[CH2:18][CH2:19][O:20][C:21]1[CH:22]=[CH:23][C:24]([OH:30])=[C:25]([C:26](=[O:27])[NH2:28])[CH:29]=1)[C:11]1[CH:16]=[CH:15][CH:14]=[CH:13][CH:12]=1. Reported procedure: A solution of 7.2 g of (R)-2-phenyl-oxirane and 14.3 g of 5-(2-benzylamino-ethoxy)-salicylamide in 100 ml of isopropanol is refluxed for 22-24 hours. The solution is concentrated by evaporation to yield (R)-α-[N-benzyl-N-[2-(3-carbamoyl-4-hydroxy-phenoxy)-ethyl]-aminomethyl]-benzyl alcohol, which is further processed in this form.